Dataset: the Open Reaction Database (ORD), a public repository of structured organic reaction records. Task: describe an organic reaction: reactants, conditions, products, and yield Reactants: [S-]C#N.[K+] (potassium thiocyanate), Cl (hydrochloric acid), COC(C(C=O)N)=O (amino-3-oxopropionic acid methyl ester), COC(C(N)C(=O)C(C1=CC=CC=C1)C1=CC=CC=C1)=O ((benzhydrylformyl)-aminoacetic acid methyl ester). Solvent: O (water), O1CCCC1 (tetrahydrofurane). Yields the product C(C1=CC=CC=C1)(C1=CC=CC=C1)N1C(=NC=C1C(=O)OC)S (1-Benzhydryl-2-mercapto-5-methoxycarbonyl-imidazole). As a reaction SMILES: [CH3:1][O:2][C:3](=[O:8])[CH:4]([NH2:7])[CH:5]=O.COC(=O)C(C([CH:16]([C:23]1[CH:28]=[CH:27][CH:26]=[CH:25][CH:24]=1)[C:17]1[CH:22]=[CH:21][CH:20]=[CH:19][CH:18]=1)=O)N.[S-:30][C:31]#[N:32].[K+].Cl>O.O1CCCC1>[CH:16]([N:7]1[C:4]([C:3]([O:2][CH3:1])=[O:8])=[CH:5][N:32]=[C:31]1[SH:30])([C:17]1[CH:18]=[CH:19][CH:20]=[CH:21][CH:22]=1)[C:23]1[CH:24]=[CH:25][CH:26]=[CH:27][CH:28]=1 |f:2.3|. Procedure details: 31.3 g (0.1 mol) of 2-benzhydrylformyl)-amino-3-oxopropionic acid methyl ester (prepared by formylation of (benzhydrylformyl)-aminoacetic acid methyl ester according to J. Am. Chem. Soc. 71, (1949), page 644, and 18 g of potassium thiocyanate were introduced into a mixture of 200 cc of tetrahydrofurane, 200 cc of water and 16.5 cc of 36% aqueous hydrochloric acid while stirring. Stirring was continued for 31/2 hours at 40° C.; then the organic phase was separated and the solvent removed under re... The reactants are [N+](=O)([O-])C1=CC=C(C=C1)NC(OC)=O (methyl N-(4-nitrophenyl)carbamate), [N+](=O)([O-])C1=CC=C(N)C=C1 (4-nitroaniline), N,N-dimethyl-C10-18 alkylamines. Solvent: C=1(C(=CC=CC1)C)C (xylene). Run at time 0.5 hour. The product is [N+](=O)([O-])C1=CC=C(C=C1)NC(=O)NC1=CC=C(C=C1)[N+](=O)[O-] (N,N'-bis(4-nitrophenyl)-urea). The yield is 84.6%. Reaction SMILES: [N+:1]([C:4]1[CH:9]=[CH:8][C:7]([NH:10][C:11](=[O:14])OC)=[CH:6][CH:5]=1)([O-:3])=[O:2].[N+:15]([C:18]1[CH:24]=[CH:23][C:21]([NH2:22])=[CH:20][CH:19]=1)([O-:17])=[O:16]>C1(C)C(C)=CC=CC=1>[N+:15]([C:18]1[CH:24]=[CH:23][C:21]([NH:22][C:11]([NH:10][C:7]2[CH:6]=[CH:5][C:4]([N+:1]([O-:3])=[O:2])=[CH:9][CH:8]=2)=[O:14])=[CH:20][CH:19]=1)([O-:17])=[O:16]. Procedure details: 9.81 g (50 mmoles) of methyl N-(4-nitrophenyl)carbamate, 6.9 g (50 mmoles) of 4-nitroaniline, 140 ml of xylene and 11.8 g (about 50 mmoles) of Genamin CS 302 D (a mixture of N,N-dimethyl-C10-18 alkylamines sold by the firm Hoechst AG) are introduced into a flask equipped with a reflux condenser, and the mixture is boiled. The yellow crystals of the end-product appear already in the 3rd minute of boiling, and the amount of the crystalline precipitate rapidly increases. After 0.5 hours of boiling ... Starting materials: CC(=O)OC(C)=O, CN(C)c1ccncc1, CCOC(=O)c1cc2cc(O)ccc2[nH]1. The product is CCOC(=O)c1cc2cc(OC(C)=O)ccc2[nH]1. RXN SMILES: [CH3:16][C:17](=[O:18])[O:19][C:20](=[O:21])[CH3:22].[CH3:23][N:24]([c:25]1[cH:26][cH:27][n:28][cH:29][cH:30]1)[CH3:31].[OH:1][c:2]1[cH:3][c:4]2[cH:5][c:6]([C:11](=[O:12])[O:13][CH2:14][CH3:15])[nH:7][c:8]2[cH:9][cH:10]1>>[O:1]([c:2]1[cH:3][c:4]2[cH:5][c:6]([C:11](=[O:12])[O:13][CH2:14][CH3:15])[nH:7][c:8]2[cH:9][cH:10]1)[C:17]([CH3:16])=[O:18].